From a dataset of the Open Reaction Database (ORD), a public repository of structured organic reaction records. describe an organic reaction: reactants, conditions, products, and yield The reactants are CC1CN(C(=O)OC(C)(C)C)CCN1, O=Cc1cccc(-c2ccnc(NCCc3ccc(O)cc3)n2)c1. Product: CC1CN(C(=O)OC(C)(C)C)CCN1Cc1cccc(-c2ccnc(NCCc3ccc(O)cc3)n2)c1. Reaction SMILES: [C:25]([CH3:26])([CH3:27])([CH3:28])[O:29][C:30](=[O:31])[N:32]1[CH2:33][CH:34]([CH3:38])[NH:35][CH2:36][CH2:37]1.[OH:1][c:2]1[cH:3][cH:4][c:5]([CH2:8][CH2:9][NH:10][c:11]2[n:12][cH:13][cH:14][c:15](-[c:17]3[cH:18][c:19]([CH:20]=[O:21])[cH:22][cH:23][cH:24]3)[n:16]2)[cH:6][cH:7]1>>[OH:1][c:2]1[cH:3][cH:4][c:5]([CH2:8][CH2:9][NH:10][c:11]2[n:12][cH:13][cH:14][c:15](-[c:17]3[cH:18][c:19]([CH2:20][N:35]4[CH:34]([CH3:38])[CH2:33][N:32]([C:30]([O:29][C:25]([CH3:26])([CH3:27])[CH3:28])=[O:31])[CH2:37][CH2:36]4)[cH:22][cH:23][cH:24]3)[n:16]2)[cH:6][cH:7]1.